Task: describe an organic reaction: reactants, conditions, products, and yield. Dataset: the Open Reaction Database (ORD), a public repository of structured organic reaction records Reactants: CCN=C=NCCCN(C)C, CN(C)c1ccncc1, ClCCl, Cl, CN(C)CCN1CCCc2ccc(N)cc21, O=C(O)c1ccc(-c2ccccc2)cc1. Yields the product CN(C)CCN1CCCc2ccc(NC(=O)c3ccc(-c4ccccc4)cc3)cc21. RXN SMILES: [CH3:33][N:34]([CH3:35])[CH2:36][CH2:37][CH2:38][N:39]=[C:40]=[N:41][CH2:42][CH3:43].[CH3:47][N:48]([CH3:49])[c:50]1[cH:51][cH:52][n:53][cH:54][cH:55]1.[Cl:44][CH2:45][Cl:46].[ClH:32].[NH2:1][c:2]1[cH:3][cH:4][c:5]2[c:10]([cH:11]1)[N:9]([CH2:12][CH2:13][N:14]([CH3:15])[CH3:16])[CH2:8][CH2:7][CH2:6]2.[c:17]1(-[c:26]2[cH:27][cH:28][cH:29][cH:30][cH:31]2)[cH:18][cH:19][c:20]([C:23](=[O:24])[OH:25])[cH:21][cH:22]1>>[NH:1]([c:2]1[cH:3][cH:4][c:5]2[c:10]([cH:11]1)[N:9]([CH2:12][CH2:13][N:14]([CH3:15])[CH3:16])[CH2:8][CH2:7][CH2:6]2)[C:23]([c:20]1[cH:19][cH:18][c:17](-[c:26]2[cH:27][cH:28][cH:29][cH:30][cH:31]2)[cH:22][cH:21]1)=[O:24]. The reactants are ClCCCCC1=CC(=NN1CCC)C(=O)N (5-(4-Chlorobutyl)-1-propyl-1H-pyrazole-3-carboxamide), P(=O)(Cl)(Cl)Cl (phosphorous oxychloride), C(Cl)(Cl)Cl (chloroform). Run in C1(=CC=CC=C1)C (toluene). Yields the product ClCCCCC1=CC(=NN1CCC)C#N (5-(4-chlorobutyl)-1-propyl-1H-pyrazole-3-carbonitrile). Isolated yield 18139.9%. Reaction SMILES: [Cl:1][CH2:2][CH2:3][CH2:4][CH2:5][C:6]1[N:10]([CH2:11][CH2:12][CH3:13])[N:9]=[C:8]([C:14]([NH2:16])=O)[CH:7]=1.P(Cl)(Cl)(Cl)=O.C(Cl)(Cl)Cl>C1(C)C=CC=CC=1>[Cl:1][CH2:2][CH2:3][CH2:4][CH2:5][C:6]1[N:10]([CH2:11][CH2:12][CH3:13])[N:9]=[C:8]([C:14]#[N:16])[CH:7]=1. Procedure details: 5-(4-Chlorobutyl)-1-propyl-1H-pyrazole-3-carboxamide (30.95 g, 0.127 mmol) in toluene (250 mL) was treated with phosphorous oxychloride (24.86 mL, 0.267 mol). The solution was heated at reflux for 40 minutes. The reaction was worked-up as described in Part D of Examples 37-39, with the exception that chloroform was used in place of methyl tert-butyl ether, to yield 5.20 g of 5-(4-chlorobutyl)-1-propyl-1H-pyrazole-3-carbonitrile as an oil. 1H-NMR (300 MHz, CDCl3) δ 6.43 (s, 1H), 4.04 (t, J=7.3 Hz... The reactants are C(C)OC(COC1=CC=C(C=C1)O)=O ((4-hydroxy-phenoxy)-acetic acid ethyl ester), BrBr (bromine). The solvent is C(C)(=O)O (acetic acid), C(C)(=O)O (acetic acid). Reaction conditions: time 5 minute. Product: C(C)OC(COC1=CC(=C(C=C1)O)Br)=O ((3-Bromo-4-hydroxy-phenoxy)-acetic acid ethyl ester). RXN SMILES: [CH2:1]([O:3][C:4](=[O:14])[CH2:5][O:6][C:7]1[CH:12]=[CH:11][C:10]([OH:13])=[CH:9][CH:8]=1)[CH3:2].[Br:15]Br>C(O)(=O)C>[CH2:1]([O:3][C:4](=[O:14])[CH2:5][O:6][C:7]1[CH:12]=[CH:11][C:10]([OH:13])=[C:9]([Br:15])[CH:8]=1)[CH3:2]. Procedure: To a solution of (4-hydroxy-phenoxy)-acetic acid ethyl ester (0.59 g, 3 mmol) in acetic acid (1.5 mL) is added bromine (0.48 g, 9 mmol) in acetic acid (0.5 mL) at room temperature. After 5 min, solvent is evaporated and purified by column chromatography on silica gel giving the title compound (0.6 g). Starting materials: CC1(OCC2=C(O1)C=CC(=C2)[C@@H]2CN(C(O2)=O)CCCCCCOCCCC#C)C ((5R)-5-(2,2-dimethyl-4H-1,3-benzodioxin-6-yl)-3-[6-(4-pentyn-1-yloxy)hexyl]-1,3-oxazolidin-2-one), C1(CCCC1)S(=O)(=O)C1=CC(=CC=C1)I (1-(cyclopentylsulfonyl)-3-iodobenzene). Solvent: C(C)N(CC)CC (triethylamine), CC#N (MeCN). Reaction conditions: time 4 hour. The product is C1(CCCC1)S(=O)(=O)C=1C=C(C=CC1)C#CCCCOCCCCCCN1C(O[C@@H](C1)C1=CC2=C(OC(OC2)(C)C)C=C1)=O ((5R)-3-[6-({5-[3-(Cyclopentylsulfonyl)phenyl]-4-pentyn-1-yl}oxy)hexyl]-5-(2,2-dimethyl-4H-1,3-benzodioxin-6-yl)-1,3-oxazolidin-2-one). Yield: 78.2%. Reaction SMILES: [CH3:1][C:2]1([CH3:30])[O:7][C:6]2[CH:8]=[CH:9][C:10]([C@H:12]3[O:16][C:15](=[O:17])[N:14]([CH2:18][CH2:19][CH2:20][CH2:21][CH2:22][CH2:23][O:24][CH2:25][CH2:26][CH2:27][C:28]#[CH:29])[CH2:13]3)=[CH:11][C:5]=2[CH2:4][O:3]1.[CH:31]1([S:36]([C:39]2[CH:44]=[CH:43][CH:42]=[C:41](I)[CH:40]=2)(=[O:38])=[O:37])[CH2:35][CH2:34][CH2:33][CH2:32]1>CC#N.C(N(CC)CC)C>[CH:31]1([S:36]([C:39]2[CH:40]=[C:41]([C:29]#[C:28][CH2:27][CH2:26][CH2:25][O:24][CH2:23][CH2:22][CH2:21][CH2:20][CH2:19][CH2:18][N:14]3[CH2:13][C@@H:12]([C:10]4[CH:9]=[CH:8][C:6]5[O:7][C:2]([CH3:30])([CH3:1])[O:3][CH2:4][C:5]=5[CH:11]=4)[O:16][C:15]3=[O:17])[CH:42]=[CH:43][CH:44]=2)(=[O:37])=[O:38])[CH2:35][CH2:34][CH2:33][CH2:32]1. Procedure details: A solution of (5R)-5-(2,2-dimethyl-4H-1,3-benzodioxin-6-yl)-3-[6-(4-pentyn-1-yloxy)hexyl]-1,3-oxazolidin-2-one (207 mg) and 1-(cyclopentylsulfonyl)-3-iodobenzene (Example 8iii.) (202 mg) in MeCN (8 ml) and triethylamine (4 ml) was deoxygenated by bubbling a nitrogen stream through for 10 min. Copper (I) iodide (10 mg) and dichlorobis(triphenylphosphine)palladium (II) (18 mg) were added and the mixture stirred at 20° for 4 h. The solvent was evaporated in vacuo and the residues purified by using ... The reactants are C[C@H]1N([C@@H](CC1)C)CC1=C(C=CC2=CC=CC=C12)P(=O)(C1=CC=CC=C1)C1=CC=CC=C1 (1-((2R,5R)-2,5-dimethylpyrrolidinylmethyl)-2-diphenylphosphinylnaphthalene), [OH-].[Na+] (NaOH). Reaction conditions: temperature 120 celsius. Yields the product C[C@H]1N([C@@H](CC1)C)CC1=C(C=CC2=CC=CC=C12)P(C1=CC=CC=C1)C1=CC=CC=C1 (1-((2R,5R)-2,5-Dimethylpyrrolidinylmethyl)-2-diphenylphosphinonaphthalene). The yield is 25.6%. Reaction SMILES: [CH3:1][C@@H:2]1[CH2:6][CH2:5][C@@H:4]([CH3:7])[N:3]1[CH2:8][C:9]1[C:18]2[C:13](=[CH:14][CH:15]=[CH:16][CH:17]=2)[CH:12]=[CH:11][C:10]=1[P:19]([C:27]1[CH:32]=[CH:31][CH:30]=[CH:29][CH:28]=1)([C:21]1[CH:26]=[CH:25][CH:24]=[CH:23][CH:22]=1)=O.[OH-].[Na+]>>[CH3:7][C@@H:4]1[CH2:5][CH2:6][C@@H:2]([CH3:1])[N:3]1[CH2:8][C:9]1[C:18]2[C:13](=[CH:14][CH:15]=[CH:16][CH:17]=2)[CH:12]=[CH:11][C:10]=1[P:19]([C:27]1[CH:32]=[CH:31][CH:30]=[CH:29][CH:28]=1)[C:21]1[CH:22]=[CH:23][CH:24]=[CH:25][CH:26]=1 |f:1.2|. Reported procedure: A two-necked eggplant flask containing 110 mg of 1-((2R,5R)-2,5-dimethylpyrrolidinylmethyl)-2-diphenylphosphinylnaphthalene was purged with nitrogen, and 8 ml of anhydrous xylene was put in and dissolved. Then, 0.22 ml of triethylamine and 0.15 ml of trichlorosilane were added thereto, and the mixture was slowly heated to 120° C. to react for 5 hours. The reaction was ceased with 2N NaOH, and the reaction mixture was extracted with ethyl ether, washed with water, and dried over anhydrous magnesi... Reactants: 5-Fluoro-2-(methylsulfonyephenyl)-1,2,3,4-tetrahydro-6-methoxynaphthalen-1-amine, N1CCNCC1 (piperazine), C(C)(C)N(C(C)C)CC (N,N-diisopropylethylamine), COC=1C=C2CCCC(C2=CC1)N (1,2,3,4-tetrahydro-6-methoxynaphthalen-1-amine), FC1=C(C=CC(=C1)F)S(=O)(=O)C (2,4-difluoro-1-(methylsulfonyl)benzene), C(C)(C)N(CC)C(C)C (diisopropylethylamine). Run in O (water), C(C)#N (acetonitrile), CN(C=O)C (N,N-dimethylformamide). The product is COC=1C=C2CCCC(C2=CC1)NC1=C(C=CC(=C1)N1CCNCC1)S(=O)(=O)C (1,2,3,4-Tetrahydro-6-methoxy-N-(2-(methylsulfonyl)-5-(piperazin-1-yl)phenyl)naphthalen-1-amine). Isolated yield 21.0%. As a reaction SMILES: [CH3:1][O:2][C:3]1[CH:4]=[C:5]2[C:10](=[CH:11][CH:12]=1)[CH:9]([NH2:13])[CH2:8][CH2:7][CH2:6]2.F[C:15]1[CH:20]=[C:19](F)[CH:18]=[CH:17][C:16]=1[S:22]([CH3:25])(=[O:24])=[O:23].C(N(C(C)C)CC)(C)C.[NH:35]1[CH2:40][CH2:39][NH:38][CH2:37][CH2:36]1>CN(C)C=O.C(#N)C.O>[CH3:1][O:2][C:3]1[CH:4]=[C:5]2[C:10](=[CH:11][CH:12]=1)[CH:9]([NH:13][C:15]1[CH:20]=[C:19]([N:35]3[CH2:40][CH2:39][NH:38][CH2:37][CH2:36]3)[CH:18]=[CH:17][C:16]=1[S:22]([CH3:25])(=[O:24])=[O:23])[CH2:8][CH2:7][CH2:6]2. Procedure details: A solution of 1,2,3,4-tetrahydro-6-methoxynaphthalen-1-amine (1.0 mmol), 2,4-difluoro-1-(methylsulfonyl)benzene (1.0 mmol) and diisopropylethylamine (4.0 mmol) in N,N-dimethylformamide (2 mL) was stirred at 110° C. for 16 h. The reaction was cooled to room temperature, poured over water and extracted with diethyl ether. The solvent was concentrated in vacuo and the residue was used without further purification for the following reaction. N-(5-Fluoro-2-(methylsulfonyephenyl)-1,2,3,4-tetrahydro-6-... Starting materials: O=C(OC(Cl)(Cl)Cl)OC(Cl)(Cl)Cl, ClCCl, Cc1cc(CO)cc(C)c1OCc1ccccc1[N+](=O)[O-], c1ccncc1. The product is Cc1cc(CCl)cc(C)c1OCc1ccccc1[N+](=O)[O-]. As a reaction SMILES: [Cl:28][C:29]([Cl:30])([O:31][C:32](=[O:33])[O:34][C:35]([Cl:36])([Cl:37])[Cl:38])[Cl:39].[Cl:40][CH2:41][Cl:42].[N+:7](=[O:8])([O-:9])[c:10]1[c:11]([CH2:12][O:13][c:14]2[c:15]([CH3:23])[cH:16][c:17]([CH2:18][OH:19])[cH:20][c:21]2[CH3:22])[cH:24][cH:25][cH:26][cH:27]1.[cH:1]1[cH:2][cH:3][n:4][cH:5][cH:6]1>>[N+:7](=[O:8])([O-:9])[c:10]1[c:11]([CH2:12][O:13][c:14]2[c:15]([CH3:23])[cH:16][c:17]([CH2:18][Cl:28])[cH:20][c:21]2[CH3:22])[cH:24][cH:25][cH:26][cH:27]1.